Dataset: the Open Reaction Database (ORD), a public repository of structured organic reaction records. Task: describe an organic reaction: reactants, conditions, products, and yield Yields the product O([Si](C)(C)C(C)(C)C)C=1C(C(C1C)=O)=O (3-tert-Butyldimethylsiloxy-4-methylcyclobutene-1,2-dione). Starting materials: O (water), N1C=NC=C1 (Imidazole), OC=1C(C(C1C)=O)=O (3-Hydroxy-4-methyl-3-cyclobutene-1,2-dione), C(C)(C)(C)[Si](Cl)(C)C (tert-butyldimethylchlorosilane). Reported procedure: Imidazole (11 mmol) is added to a solution of compound 93 (5 mmol) and tert-butyldimethylchlorosilane (5.5 mmol) in 5 mL of DMF cooled by an ice bath. The mixture is allowed to warm to room temperature. After 16 hours, the mixture is poured into water (50 mL) and extracted with ether (3×50 mL), the organic phases are washed with brine (50 mL) and dried over anhydrous MgSO4, and the solvent is evaporated in vacuo. The residue is purified by flash chromatography to give the product as a colorless ... Reaction SMILES: N1C=CN=C1.[OH:6][C:7]1[C:8](=[O:13])[C:9](=[O:12])[C:10]=1[CH3:11].[C:14]([Si:18]([CH3:21])([CH3:20])Cl)([CH3:17])([CH3:16])[CH3:15].O>CN(C=O)C>[O:12]([C:9]1[C:8](=[O:13])[C:7](=[O:6])[C:10]=1[CH3:11])[Si:18]([C:14]([CH3:17])([CH3:16])[CH3:15])([CH3:21])[CH3:20]. Run at time 16 hour. Solvent: CN(C)C=O (DMF). The reactants are COC1=C(C(=CC=C1)OC)O (2,6-dimethoxyphenol), BrCC(=O)OCC (ethyl bromoacetate), C(=O)([O-])[O-].[K+].[K+] (K2CO3). Solvent: CN(C)C=O (DMF). Reaction conditions: temperature 30 celsius, time 20 hour. Yields the product COC1=C(OCC(=O)OCC)C(=CC=C1)OC (ethyl 2-(2,6-dimethoxyphenoxy)acetate). Isolated yield 91.6%. As a reaction SMILES: [CH3:1][O:2][C:3]1[CH:8]=[CH:7][CH:6]=[C:5]([O:9][CH3:10])[C:4]=1[OH:11].Br[CH2:13][C:14]([O:16][CH2:17][CH3:18])=[O:15].C([O-])([O-])=O.[K+].[K+]>CN(C=O)C>[CH3:10][O:9][C:5]1[CH:6]=[CH:7][CH:8]=[C:3]([O:2][CH3:1])[C:4]=1[O:11][CH2:13][C:14]([O:16][CH2:17][CH3:18])=[O:15] |f:2.3.4|. Reported procedure: To a solution of 2,6-dimethoxyphenol (1.54 g, 10 mmol) and ethyl bromoacetate (2.00 g, 12 mmol) in 15 mL of anhydrous DMF, was added 2.76 g (20 mmol) of K2CO3. The reaction mixture was stirred at 30° C. for 20 hours. The mixture was concentrated in vacuo to remove volatiles. The resulting residue was extracted with EtOAc, washed with brine, dried over anhydrous sodium sulfate and then concentrated in vacou to give 2.2 g (91.6%) of ethyl 2-(2,6-dimethoxyphenoxy)acetate. The obtained ester (1.2 g,... Starting materials: C(C)(C)(C)OC(=O)N(S(=O)(=O)C)C=1C=C(C=CC1OCC1CC1)CC(=O)OC (methyl 2-(3-(N-(tert-butoxycarbonyl)methylsulfonamido)-4-(cyclopropylmethoxy)phenyl)acetate), O (water), [Li+].[OH-] (LiOH). The solvent is C1CCOC1 (THF). Product: C(C)(C)(C)OC(=O)N(S(=O)(=O)C)C=1C=C(C=CC1OCC1CC1)CC(=O)O (2-(3-(N-(tert-butoxycarbonyl)methylsulfonamido)-4-(cyclopropylmethoxy)phenyl)acetic acid). Yield: 94.8%. As a reaction SMILES: [C:1]([O:5][C:6]([N:8]([C:13]1[CH:14]=[C:15]([CH2:24][C:25]([O:27]C)=[O:26])[CH:16]=[CH:17][C:18]=1[O:19][CH2:20][CH:21]1[CH2:23][CH2:22]1)[S:9]([CH3:12])(=[O:11])=[O:10])=[O:7])([CH3:4])([CH3:3])[CH3:2].O.[Li+].[OH-]>C1COCC1>[C:1]([O:5][C:6]([N:8]([C:13]1[CH:14]=[C:15]([CH2:24][C:25]([OH:27])=[O:26])[CH:16]=[CH:17][C:18]=1[O:19][CH2:20][CH:21]1[CH2:22][CH2:23]1)[S:9]([CH3:12])(=[O:10])=[O:11])=[O:7])([CH3:4])([CH3:2])[CH3:3] |f:2.3|. Procedure: To a solution of methyl 2-(3-(N-(tert-butoxycarbonyl)methylsulfonamido)-4-(cyclopropylmethoxy)phenyl)acetate (1.2 g, 2.90 mmol) in THF:water=1:1 (35 ml), LiOH (0.695 g, 29.0 mmol) was added, and the mixture was reacted for 30 minutes at RT. THF was evaporated, and the aqueous residue was acidified with HCl 6N (pH=7). The mixture was extracted with EtOAc (3×), and the combined organic layers were dried over Na2SO4. The solvent was removed under vacuum affording 2-(3-(N-(tert-butoxycarbonyl)methyl... Starting materials: BrC=1C=C(C=NC1OCC(F)(F)F)NC(=O)C=1C=NC=NC1 (pyrimidine-5-carboxylic acid[5-bromo-6-(2,2,2-trifluoro-ethoxy)-pyridin-3-yl]-amide), ClC1=C(C=C(C=C1)B(O)O)C (B-(4-chloro-3-methylphenyl)-boronic acid). Yields the product ClC1=C(C=C(C=C1)C=1C=C(C=NC1OCC(F)(F)F)NC(=O)C=1C=NC=NC1)C (N-(5-(4-Chloro-3-methylphenyl)-6-(2,2,2-trifluoroethoxy)pyridin-3-yl)pyrimidine-5-carboxamide). As a reaction SMILES: Br[C:2]1[CH:3]=[C:4]([NH:14][C:15]([C:17]2[CH:18]=[N:19][CH:20]=[N:21][CH:22]=2)=[O:16])[CH:5]=[N:6][C:7]=1[O:8][CH2:9][C:10]([F:13])([F:12])[F:11].[Cl:23][C:24]1[CH:29]=[CH:28][C:27](B(O)O)=[CH:26][C:25]=1[CH3:33]>>[Cl:23][C:24]1[CH:29]=[CH:28][C:27]([C:2]2[CH:3]=[C:4]([NH:14][C:15]([C:17]3[CH:18]=[N:19][CH:20]=[N:21][CH:22]=3)=[O:16])[CH:5]=[N:6][C:7]=2[O:8][CH2:9][C:10]([F:13])([F:12])[F:11])=[CH:26][C:25]=1[CH3:33]. Procedure: The title compound was synthesized in analogy to Example 39, using pyrimidine-5-carboxylic acid[5-bromo-6-(2,2,2-trifluoro-ethoxy)-pyridin-3-yl]-amide (example 52 a) and B-(4-chloro-3-methylphenyl)-boronic acid (CAN 161950-10-3) as starting materials; LC-MS (UV peak area/ESI) 100%, 421.0698 (M−H)−. The reactants are C1(CC1)NC(=O)C=1C=CC(=C(C1)NC(=O)C1=CC=C(S1)B(O)O)C (5-(5-(cyclopropylcarbamoyl)-2-methylphenylcarbamoyl)thiophen-2-ylboronic acid), BrC1=C(C=CC(=C1)C#N)C (2-bromo-4-cyanotoluene). Product: C(#N)C=1C=CC(=C(C1)C1=CC=C(S1)C(=O)NC1=C(C=CC(=C1)C(NC1CC1)=O)C)C (5-(5-Cyano-2-methylphenyl)-N-(5-(cyclopropylcarbamoyl)-2-methylphenyl)thiophene-2-carboxamide). RXN SMILES: [CH:1]1([NH:4][C:5]([C:7]2[CH:8]=[CH:9][C:10]([CH3:24])=[C:11]([NH:13][C:14]([C:16]3[S:20][C:19](B(O)O)=[CH:18][CH:17]=3)=[O:15])[CH:12]=2)=[O:6])[CH2:3][CH2:2]1.Br[C:26]1[CH:31]=[C:30]([C:32]#[N:33])[CH:29]=[CH:28][C:27]=1[CH3:34]>>[C:32]([C:30]1[CH:29]=[CH:28][C:27]([CH3:34])=[C:26]([C:19]2[S:20][C:16]([C:14]([NH:13][C:11]3[CH:12]=[C:7]([C:5](=[O:6])[NH:4][CH:1]4[CH2:3][CH2:2]4)[CH:8]=[CH:9][C:10]=3[CH3:24])=[O:15])=[CH:17][CH:18]=2)[CH:31]=1)#[N:33]. Procedure: The title compound was prepared by coupling 5-(5-(cyclopropylcarbamoyl)-2-methylphenylcarbamoyl)thiophen-2-ylboronic acid (Example 210, Step A) with commercially available 2-bromo-4-cyanotoluene using the method described in Step B of Example 136 to afford a white solid after purification by reverse phase preparative HPLC (Example 213). HPLC Ret time=3.36 min. LCMS [M+H]+ 416.29.